This data is from the Open Reaction Database (ORD), a public repository of structured organic reaction records. The task is: describe an organic reaction: reactants, conditions, products, and yield Reactants: C1CCOC1, CC(C)(C)OC(=O)N1CCCC(C(OCC#N)c2cc(F)cc(Cl)c2)C1, N#N. The product is CC(C)(C)OC(=O)N1CCCC(C(OCCN)c2cc(F)cc(Cl)c2)C1. Reaction SMILES: [CH2:29]1[O:30][CH2:31][CH2:32][CH2:33]1.[Cl:1][c:2]1[cH:3][c:4]([CH:9]([CH:10]2[CH2:11][N:12]([C:16](=[O:17])[O:18][C:19]([CH3:20])([CH3:21])[CH3:22])[CH2:13][CH2:14][CH2:15]2)[O:23][CH2:24][C:25]#[N:26])[cH:5][c:6]([F:8])[cH:7]1.[N:27]#[N:28]>>[Cl:1][c:2]1[cH:3][c:4]([CH:9]([CH:10]2[CH2:11][N:12]([C:16](=[O:17])[O:18][C:19]([CH3:20])([CH3:21])[CH3:22])[CH2:13][CH2:14][CH2:15]2)[O:23][CH2:24][CH2:25][NH2:26])[cH:5][c:6]([F:8])[cH:7]1.